Dataset: the Open Reaction Database (ORD), a public repository of structured organic reaction records. Task: describe an organic reaction: reactants, conditions, products, and yield Reactants: O=C(OCc1ccccc1)N1CCCCC(CO)C1, CCOC(C)=O, ClCCl. Yields the product O=CC1CCCCN(C(=O)OCc2ccccc2)C1. As a reaction SMILES: [CH2:1]([c:2]1[cH:3][cH:4][cH:5][cH:6][cH:7]1)[O:8][C:9](=[O:10])[N:11]1[CH2:12][CH:13]([CH2:18][OH:19])[CH2:14][CH2:15][CH2:16][CH2:17]1.[CH3:20][CH2:21][O:22][C:23]([CH3:24])=[O:25].[Cl:26][CH2:27][Cl:28]>>[CH2:1]([c:2]1[cH:3][cH:4][cH:5][cH:6][cH:7]1)[O:8][C:9](=[O:10])[N:11]1[CH2:12][CH:13]([CH:18]=[O:19])[CH2:14][CH2:15][CH2:16][CH2:17]1. The reactants are IC (Iodomethane), C([O-])([O-])=O.[K+].[K+] (potassium carbonate), IC (iodomethane), CS(=O)(=O)NC1=C2C=CNC2=CC(=C1)C(=O)OC (Methyl 4-[(methylsulfonyl)amino]-1H -indole-6-carboxylate). The solvent is C1CCOC1 (THF). Conditions: time 4 hour. Yields the product CN(C1=C2C=CNC2=CC(=C1)C(=O)OC)S(=O)(=O)C (Methyl 4-[methyl(methylsulfonyl)amino]-1H-indole-6-carboxylate). Isolated yield 69.2%. Reaction SMILES: [CH3:1][S:2]([NH:5][C:6]1[CH:14]=[C:13]([C:15]([O:17][CH3:18])=[O:16])[CH:12]=[C:11]2[C:7]=1[CH:8]=[CH:9][NH:10]2)(=[O:4])=[O:3].[C:19](=O)([O-])[O-].[K+].[K+].IC>C1COCC1>[CH3:19][N:5]([S:2]([CH3:1])(=[O:3])=[O:4])[C:6]1[CH:14]=[C:13]([C:15]([O:17][CH3:18])=[O:16])[CH:12]=[C:11]2[C:7]=1[CH:8]=[CH:9][NH:10]2 |f:1.2.3|. Reported procedure: To a mixture of Methyl 4-[(methylsulfonyl)amino]-1H -indole-6-carboxylate (0.6 g) in THF (10 mL) was added potassium carbonate (0.309 g) and iodomethane (0.63 mL). The mixture was stirred at room temperature for 4 h then heated to 40° C. overnight. Iodomethane (0.3 mL) was added and the mixture heated an additional 3 h. The mixture was cooled to room temperature, partitioned between water and diethyl ether, dried over anhydrous sodium sulfate and concentrated. The residue was dissolved in ether ... Starting materials: C(=NC1CCCCC1)=NC1CCCCC1, C1COCCN1, C1CCOC1, Cc1cc2c(cc1[Se]C#Cc1ccc(C(=O)O)cn1)C(C)(C)CCC2(C)C, On1nnc2ccccc21. Product: Cc1cc2c(cc1[Se]C#Cc1ccc(C(=O)N3CCOCC3)cn1)C(C)(C)CCC2(C)C. Reaction SMILES: [CH2:38]1[CH2:39][CH2:40][CH:41]([N:42]=[C:43]=[N:44][CH:45]2[CH2:46][CH2:47][CH2:48][CH2:49][CH2:50]2)[CH2:51][CH2:52]1.[CH2:53]1[CH2:54][O:55][CH2:56][CH2:57][NH:58]1.[CH2:59]1[O:60][CH2:61][CH2:62][CH2:63]1.[CH3:1][c:2]1[c:3]([Se:16][C:17]#[C:18][c:19]2[n:20][cH:21][c:22]([C:23](=[O:24])[OH:25])[cH:26][cH:27]2)[cH:4][c:5]2[c:10]([cH:11]1)[C:9]([CH3:12])([CH3:13])[CH2:8][CH2:7][C:6]2([CH3:14])[CH3:15].[OH:28][n:29]1[c:30]2[cH:31][cH:32][cH:33][cH:34][c:35]2[n:36][n:37]1>>[CH3:1][c:2]1[c:3]([Se:16][C:17]#[C:18][c:19]2[n:20][cH:21][c:22]([C:23](=[O:24])[N:58]3[CH2:53][CH2:54][O:55][CH2:56][CH2:57]3)[cH:26][cH:27]2)[cH:4][c:5]2[c:10]([cH:11]1)[C:9]([CH3:12])([CH3:13])[CH2:8][CH2:7][C:6]2([CH3:14])[CH3:15]. Product: FC(OC1=CC=C(C=C1)S(=O)(=O)[O-])(F)F.[Na+] (sodium 4-(trifluoromethoxy)benzenesulfonate). Procedure: A 100 mL flask equipped with a stir-bar and a nitrogen bubbler was charged with (trifluoromethoxy)-benzene (5.015 g) at room temperature. Oleum (15% SO3, 9.30 g) was added to the above flask at 10° C. The reaction mixture was allowed to warm to room temperature and stirred at room temperature for 15 h. A sodium hydroxide solution (7.75 g, in 23 mL water) was slowly added to the reaction mixture while the reaction mixture was cooled with an ice-water bath. The resulting solid was collected by fil... Conditions: time 15 hour. Reaction SMILES: [F:1][C:2]([F:11])([F:10])[O:3][C:4]1[CH:9]=[CH:8][CH:7]=[CH:6][CH:5]=1.[OH:12][S:13](O)(=[O:15])=[O:14].O=S(=O)=O.[OH-].[Na+:22]>>[F:1][C:2]([F:10])([F:11])[O:3][C:4]1[CH:9]=[CH:8][C:7]([S:13]([O-:15])(=[O:14])=[O:12])=[CH:6][CH:5]=1.[Na+:22] |f:1.2,3.4,5.6|. The yield is 24.0%. The reactants are FC(OC1=CC=CC=C1)(F)F ((trifluoromethoxy)-benzene), OS(=O)(=O)O.O=S(=O)=O (Oleum), [OH-].[Na+] (sodium hydroxide). The reactants are CCO, CCOC(=O)CC(=O)CC(O)C=Cc1c(-c2ccccc2)c2c3ccccc3ccn2c1C(C)C, [Pd]. Product: CCOC(=O)CC(=O)CC(O)CCc1c(-c2ccccc2)c2c3ccccc3ccn2c1C(C)C. As a reaction SMILES: [CH3:36][CH2:37][OH:38].[OH:1][CH:2]([CH2:3][C:4]([CH2:5][C:6](=[O:7])[O:8][CH2:9][CH3:10])=[O:11])[CH:12]=[CH:13][c:14]1[c:15](-[c:30]2[cH:31][cH:32][cH:33][cH:34][cH:35]2)[c:16]2[n:17]([cH:18][cH:19][c:20]3[cH:21][cH:22][cH:23][cH:24][c:25]23)[c:26]1[CH:27]([CH3:28])[CH3:29].[Pd:39]>>[OH:1][CH:2]([CH2:3][C:4]([CH2:5][C:6](=[O:7])[O:8][CH2:9][CH3:10])=[O:11])[CH2:12][CH2:13][c:14]1[c:15](-[c:30]2[cH:31][cH:32][cH:33][cH:34][cH:35]2)[c:16]2[n:17]([cH:18][cH:19][c:20]3[cH:21][cH:22][cH:23][cH:24][c:25]23)[c:26]1[CH:27]([CH3:28])[CH3:29]. Starting materials: CC(=O)OCCC1CN(C(=O)OCc2ccccc2)CCO1, CCO, [K+], [OH-], O. Yields the product O=C(OCc1ccccc1)N1CCOC(CCO)C1. Reaction SMILES: [C:1](=[O:2])([CH3:3])[O:4][CH2:5][CH2:6][CH:7]1[O:8][CH2:9][CH2:10][N:11]([C:13](=[O:14])[O:15][CH2:16][c:17]2[cH:18][cH:19][cH:20][cH:21][cH:22]2)[CH2:12]1.[CH3:25][CH2:26][OH:27].[K+:24].[OH-:23].[OH2:28]>>[OH:4][CH2:5][CH2:6][CH:7]1[O:8][CH2:9][CH2:10][N:11]([C:13](=[O:14])[O:15][CH2:16][c:17]2[cH:18][cH:19][cH:20][cH:21][cH:22]2)[CH2:12]1.